From a dataset of the Open Reaction Database (ORD), a public repository of structured organic reaction records. describe an organic reaction: reactants, conditions, products, and yield The reactants are ClC(Cl)(Cl)Cl, O=C1CCC(=O)N1Cl, c1ccc(Oc2ccc(OCCSc3ncccn3)cc2)cc1. Product: ClC(COc1ccc(Oc2ccccc2)cc1)Sc1ncccn1. RXN SMILES: [C:32]([Cl:33])([Cl:34])([Cl:35])[Cl:36].[Cl:24][N:25]1[C:26](=[O:27])[CH2:28][CH2:29][C:30]1=[O:31].[O:1]([c:2]1[cH:3][cH:4][cH:5][cH:6][cH:7]1)[c:8]1[cH:9][cH:10][c:11]([O:12][CH2:13][CH2:14][S:15][c:16]2[n:17][cH:18][cH:19][cH:20][n:21]2)[cH:22][cH:23]1>>[O:1]([c:2]1[cH:3][cH:4][cH:5][cH:6][cH:7]1)[c:8]1[cH:9][cH:10][c:11]([O:12][CH2:13][CH:14]([S:15][c:16]2[n:17][cH:18][cH:19][cH:20][n:21]2)[Cl:24])[cH:22][cH:23]1. Reactants: NC(=O)C1(C(=O)N(c2ccc(F)cc2)c2ccc(Oc3ccnc4cc(OCc5ccccc5)ccc34)c(F)c2)CC1, CO. Product: NC(=O)C1(C(=O)N(c2ccc(F)cc2)c2ccc(Oc3ccnc4cc(O)ccc34)c(F)c2)CC1. RXN SMILES: [CH2:1]([c:2]1[cH:3][cH:4][cH:5][cH:6][cH:7]1)[O:8][c:9]1[cH:10][cH:11][c:12]2[c:13]([O:19][c:20]3[c:21]([F:42])[cH:22][c:23]([N:26]([C:27](=[O:28])[C:29]4([C:32](=[O:33])[NH2:34])[CH2:30][CH2:31]4)[c:35]4[cH:36][cH:37][c:38]([F:41])[cH:39][cH:40]4)[cH:24][cH:25]3)[cH:14][cH:15][n:16][c:17]2[cH:18]1.[CH3:43][OH:44]>>[OH:8][c:9]1[cH:10][cH:11][c:12]2[c:13]([O:19][c:20]3[c:21]([F:42])[cH:22][c:23]([N:26]([C:27](=[O:28])[C:29]4([C:32](=[O:33])[NH2:34])[CH2:30][CH2:31]4)[c:35]4[cH:36][cH:37][c:38]([F:41])[cH:39][cH:40]4)[cH:24][cH:25]3)[cH:14][cH:15][n:16][c:17]2[cH:18]1. Reactants: C(C)(=O)OC(C(=O)NNC(C1=CC(=NC=C1)NC1=CC=C(C=C1)SC)=O)(C)C (1,1-dimethyl-2-[2-[2-[[4-(methylthio)phenyl]amino]isonicotinoyl]hydrazino]-2-oxoethyl acetate), C1(=CC=C(C=C1)S(=O)(=O)Cl)C (p-toluenesulfonyl chloride). Run in N1=CC=CC=C1 (pyridine). Yields the product C(C)(=O)OC(C)(C=1OC(=NN1)C1=CC(=NC=C1)NC1=CC=C(C=C1)SC)C (1-methyl-1-[5-[2-[[4-(methylthio)phenyl]amino]-4-pyridyl]-1,3,4-oxadiazol-2-yl]ethyl acetate). Yield: 40.3%. RXN SMILES: [C:1]([O:4][C:5]([CH3:28])([CH3:27])[C:6]([NH:8][NH:9][C:10](=[O:26])[C:11]1[CH:16]=[CH:15][N:14]=[C:13]([NH:17][C:18]2[CH:23]=[CH:22][C:21]([S:24][CH3:25])=[CH:20][CH:19]=2)[CH:12]=1)=O)(=[O:3])[CH3:2].C1(C)C=CC(S(Cl)(=O)=O)=CC=1>N1C=CC=CC=1>[C:1]([O:4][C:5]([CH3:28])([C:6]1[O:26][C:10]([C:11]2[CH:16]=[CH:15][N:14]=[C:13]([NH:17][C:18]3[CH:23]=[CH:22][C:21]([S:24][CH3:25])=[CH:20][CH:19]=3)[CH:12]=2)=[N:9][N:8]=1)[CH3:27])(=[O:3])[CH3:2]. Procedure: A solution of 1,1-dimethyl-2-[2-[2-[[4-(methylthio)phenyl]amino]isonicotinoyl]hydrazino]-2-oxoethyl acetate (624 mg, 1.55 mmol) and p-toluenesulfonyl chloride (888 mg, 4.66 mmol) in pyridine (15 mL) was stirred at 90-95° C. overnight. After cooling, the reaction mixture was concentrated under reduced pressure. The residue was diluted with ethyl acetate, washed with saturated aqueous sodium hydrogen carbonate solution and saturated brine, dried over anhydrous sodium sulfate, and concentrated unde... The reactants are ClC=1C=CC=2N(N1)C(=CN2)C2=CC1=C(S2)C=C(C=C1)OC (6-chloro-3-(6-methoxybenzo[b]thiophen-2-yl)imidazo[1,2-b]pyridazine), O.C1(=CC=C(C=C1)S(=O)(=O)O)C (p-toluene sulfonic acid monohydrate), N[C@@H]1CC[C@H](CC1)O (trans-4-aminocyclohexanol). Solvent: CS(=O)C (DMSO), O (water). Run at temperature 100 celsius. Product: COC=1C=CC2=C(SC(=C2)C2=CN=C3N2N=C(C=C3)N[C@@H]3CC[C@H](CC3)O)C1 (trans-4-(3-(6-methoxybenzo[b]thiophen-2-yl)imidazo[1,2-b]pyridazin-6-ylamino)cyclohexanol). The yield is 75.4%. As a reaction SMILES: Cl[C:2]1[CH:3]=[CH:4][C:5]2[N:6]([C:8]([C:11]3[S:15][C:14]4[CH:16]=[C:17]([O:20][CH3:21])[CH:18]=[CH:19][C:13]=4[CH:12]=3)=[CH:9][N:10]=2)[N:7]=1.O.C1(C)C=CC(S(O)(=O)=O)=CC=1.[NH2:34][C@H:35]1[CH2:40][CH2:39][C@H:38]([OH:41])[CH2:37][CH2:36]1>CS(C)=O.O>[CH3:21][O:20][C:17]1[CH:18]=[CH:19][C:13]2[CH:12]=[C:11]([C:8]3[N:6]4[N:7]=[C:2]([NH:34][C@H:35]5[CH2:40][CH2:39][C@H:38]([OH:41])[CH2:37][CH2:36]5)[CH:3]=[CH:4][C:5]4=[N:10][CH:9]=3)[S:15][C:14]=2[CH:16]=1 |f:1.2|. Reported procedure: To a solution of 6-chloro-3-(6-methoxybenzo[b]thiophen-2-yl)imidazo[1,2-b]pyridazine (50 mg, 0.111 mmol, 1.0 equiv) in DMSO (2.0 mL) was added p-toluene sulfonic acid monohydrate (30 mg, 0.111 mmol, 1.0 equiv) and trans-4-aminocyclohexanol (0.803 mmol, 5.0 equiv) and heated to 100° C. for 24 h. The reaction mixture was diluted with water and extracted with ethyl acetate. Purification by column chromatography using 5% methanol in dichloromethane elution gave 33 mg of the yellow solid, 75%. The reactants are COC(=O)C1=NC=C(C=C1)S(=O)CC1=CC(=CC=C1)Cl (5-(m-chlorobenzylsulfinyl)-2-pyridinecarboxylic acid methyl ester), CO.[OH-].[Na+] (sodium hydroxide methanol). Reaction conditions: time 8 hour. Yields the product ClC=1C=C(CS(=O)C=2C=CC(=NC2)C(=O)[O-])C=CC1.[Na+] (sodium 5-(m-chlorobenzylsulfinyl)-2-pyridinecarboxylate). RXN SMILES: C[O:2][C:3]([C:5]1[CH:10]=[CH:9][C:8]([S:11]([CH2:13][C:14]2[CH:19]=[CH:18][CH:17]=[C:16]([Cl:20])[CH:15]=2)=[O:12])=[CH:7][N:6]=1)=[O:4].CO.[OH-].[Na+:24]>>[Cl:20][C:16]1[CH:15]=[C:14]([CH:19]=[CH:18][CH:17]=1)[CH2:13][S:11]([C:8]1[CH:9]=[CH:10][C:5]([C:3]([O-:4])=[O:2])=[N:6][CH:7]=1)=[O:12].[Na+:24] |f:1.2.3,4.5|. Procedure details: To the stirred mixture of 9 g of 5-(m-chlorobenzylsulfinyl)-2-pyridinecarboxylic acid methyl ester and 40 ml of N aqueous sodium hydroxide methanol is added until dissolution occurs. The solution is heated at the steam bath for 10 minutes and stirred overnight at room temperature. It is evaporated, the residue taken up in the minimum amount of hot water, the solution filtered, the filtrate cooled and the precipitate formed collected, to yield the sodium 5-(m-chlorobenzylsulfinyl)-2-pyridinecarbo... Reactants: BrC=1C=C(C=CC1)N1C=NC2=C1C=CC(=C2)CO (1-(3-Bromophenyl)-5-(hydroxymethyl)benzimidazole), C1(=CC=CC=C1)[Se](=O)O (benzeneseleninic acid). Solvent: C1(=CC=CC=C1)C (toluene). Conditions: temperature 70 celsius. The product is BrC=1C=C(C=CC1)N1C=NC2=C1C=CC(=C2)C=O (1-(3-Bromophenyl)-5-formylbenzimidazole). Reaction SMILES: [Br:1][C:2]1[CH:3]=[C:4]([N:8]2[C:12]3[CH:13]=[CH:14][C:15]([CH2:17][OH:18])=[CH:16][C:11]=3[N:10]=[CH:9]2)[CH:5]=[CH:6][CH:7]=1.C1([Se](O)=O)C=CC=CC=1>C1(C)C=CC=CC=1>[Br:1][C:2]1[CH:3]=[C:4]([N:8]2[C:12]3[CH:13]=[CH:14][C:15]([CH:17]=[O:18])=[CH:16][C:11]=3[N:10]=[CH:9]2)[CH:5]=[CH:6][CH:7]=1. Procedure: A mixture of 27 from Example 6 (3.9 g, 12.9 mmol) and benzeneseleninic acid (3.04 g, 16.1 mmol) in toluene is stirred at 70° C. over night. The product precipitates upon cooling. The precipitate is filtered off, washed with petroleum ether and dried. Subsequent washings with aqueous sodium carbonate and water affords pure 28. Yield: 2.99 g (77%). Mp 179-181° C. Starting materials: BrC=1C=C2CCCC(C2=CC1)(F)F (6-bromo-1,1-difluoro-1,2,3,4-tetrahydro-naphthalene), [Mn](=O)(=O)(=O)[O-].[K+] (potassium permanganate), P(=O)(O)(O)[O-].[K+] (potassium dihydrogenphosphate), O.O.O.O.O.O.O.P(=O)([O-])([O-])[O-].[Na+].[Na+].[Na+] (sodium phosphate heptahydrate). Solvent: C(C)(=O)OCC (ethyl acetate), O (water), O (water), C(C)(C)(C)O (tert-butanol). Conditions: time 15 hour. The product is BrC1=CC=C2C(CCC(C2=C1)=O)(F)F (7-bromo-4,4-difluoro-3,4-dihydro-2H-naphthalen-1-one). Yield: 70.5%. Reaction SMILES: [Br:1][C:2]1[CH:3]=[C:4]2[C:9](=[CH:10][CH:11]=1)[C:8]([F:13])([F:12])[CH2:7][CH2:6][CH2:5]2.P([O-])(O)(O)=[O:15].[K+].O.O.O.O.O.O.O.P([O-])([O-])([O-])=O.[Na+].[Na+].[Na+].[Mn]([O-])(=O)(=O)=O.[K+]>C(O)(C)(C)C.O.C(OCC)(=O)C>[Br:1][C:2]1[CH:3]=[C:4]2[C:9]([C:8]([F:12])([F:13])[CH2:7][CH2:6][C:5]2=[O:15])=[CH:10][CH:11]=1 |f:1.2,3.4.5.6.7.8.9.10.11.12.13,14.15|. Procedure: A solution of 6-bromo-1,1-difluoro-1,2,3,4-tetrahydro-naphthalene (691 mg, 2.8 mmol) in tert-butanol (7 ml). A solution of potassium dihydrogenphosphate (769 mg, 5.59 mmol) in water (2 ml) and a solution of sodium phosphate heptahydrate (1.51 g, 5.59 mmol) in water (2 ml) were added. Thereafter, potassium permanganate (670 mg, 4.2 mmol) was added and the reaction mixture stirred at room temperature for 15 hours. For the workup, the mixture was diluted with ethyl acetate (200 ml), the organic lay...